From a dataset of the Open Reaction Database (ORD), a public repository of structured organic reaction records. describe an organic reaction: reactants, conditions, products, and yield Starting materials: C(CCCCCCCCCCCCCCCCC)(=O)Cl (Stearoyl chloride), N#CN.[Na] (sodium cyanamide), C (charcoal). Solvent: C1CCOC1 (THF), C1CCOC1 (THF), EtOAc petroleum ether AcOH. Reaction conditions: time 63 hour. Yields the product C(CCCCCCCCCCCCCCCCC)(=O)NC#N (Stearoylcyanamide). Isolated yield 92.4%. Reaction SMILES: [C:1](Cl)(=[O:19])[CH2:2][CH2:3][CH2:4][CH2:5][CH2:6][CH2:7][CH2:8][CH2:9][CH2:10][CH2:11][CH2:12][CH2:13][CH2:14][CH2:15][CH2:16][CH2:17][CH3:18].[N:21]#[C:22][NH2:23].[Na].C>C1COCC1>[C:1]([NH:23][C:22]#[N:21])(=[O:19])[CH2:2][CH2:3][CH2:4][CH2:5][CH2:6][CH2:7][CH2:8][CH2:9][CH2:10][CH2:11][CH2:12][CH2:13][CH2:14][CH2:15][CH2:16][CH2:17][CH3:18] |f:1.2,^1:23|. Procedure details: Stearoyl chloride (3.03 g, 0.010 mol) in 50 ml of freshly distilled dry THF was added drop-wise to a suspension of sodium cyanamide (1.92 g, 0.030 mol) in 100 ml of freshly distilled dry THF with vigorous stirring. The reaction was allowed to proceed at 25° C for 63 hours. The solids which formed were collected by filtration and the solid cake was suspended in 200 ml of distilled water. The resulting soapy suspension (pH 10.5) was acidified to pH 1.5 with 10% HCl, filtered, and air-dried to give...